From a dataset of the Open Reaction Database (ORD), a public repository of structured organic reaction records. describe an organic reaction: reactants, conditions, products, and yield Reaction SMILES: [Br:12][N:13]1[C:14](=[O:15])[CH2:16][CH2:17][C:18]1=[O:19].[C:20]([O:21][O:22][C:23](=[O:24])[c:25]1[cH:26][cH:27][cH:28][cH:29][cH:30]1)(=[O:31])[c:32]1[cH:33][cH:34][cH:35][cH:36][cH:37]1.[C:38]([Cl:39])([Cl:40])([Cl:41])[Cl:42].[CH3:1][c:2]1[cH:3][c:4]([C:8]([CH2:9][CH3:10])=[O:11])[cH:5][cH:6][cH:7]1>>[CH2:1]([c:2]1[cH:3][c:4]([C:8]([CH2:9][CH3:10])=[O:11])[cH:5][cH:6][cH:7]1)[Br:12]. Reactants: O=C1CCC(=O)N1Br, O=C(OOC(=O)c1ccccc1)c1ccccc1, ClC(Cl)(Cl)Cl, CCC(=O)c1cccc(C)c1. The product is CCC(=O)c1cccc(CBr)c1. The reactants are C([O-])([O-])=O.[K+].[K+] (potassium carbonate), N1N=CN=C1 (1,2,4-triazole), ClCC(C(CCOC1=C(C=C(C=C1)Cl)Cl)(C)C)=O (1-chloro-5-(2,4-dichlorophenoxy)-3,3-dimethyl-2-pentanone). Run in CC(=O)C (acetone), CC(=O)C (acetone). Run at time 3 hour. Yields the product ClC1=C(OCCC(C(CN2N=CN=C2)=O)(C)C)C=CC(=C1)Cl (5-(2,4-dichlorophenoxy)-3,3-dimethyl-1-(1,2,4-triazol-1-yl)-2-pentanone). Isolated yield 94.7%. As a reaction SMILES: Cl[CH2:2][C:3](=[O:18])[C:4]([CH3:17])([CH3:16])[CH2:5][CH2:6][O:7][C:8]1[CH:13]=[CH:12][C:11]([Cl:14])=[CH:10][C:9]=1[Cl:15].C(=O)([O-])[O-].[K+].[K+].[NH:25]1[CH:29]=[N:28][CH:27]=[N:26]1>CC(C)=O>[Cl:15][C:9]1[CH:10]=[C:11]([Cl:14])[CH:12]=[CH:13][C:8]=1[O:7][CH2:6][CH2:5][C:4]([CH3:17])([CH3:16])[C:3](=[O:18])[CH2:2][N:25]1[CH:29]=[N:28][CH:27]=[N:26]1 |f:1.2.3|. Procedure details: 30.9 g (0.1 mol) of 1-chloro-5-(2,4-dichlorophenoxy)-3,3-dimethyl-2-pentanone, dissolved in 80 ml of acetone, are added dropwise, with stirring, to a mixture of 13.8 g (0.1 mol) of potassium carbonate and 13.8 g (0.2 mol) of 1,2,4-triazole in 200 ml of boiling acetone. The mixture is boiled for a further 3 hours, cooled down to 0° to 10° C., the salt is filtered off and the filtrate is evaporated in vacuo. After trituration of the oily residue with a little petroleum ether, 32.4 g (94.6% of theo... Starting materials: N#Cc1cc(S(=O)(=O)Cl)ccc1F, C[Si](C)(C)[N-][Si](C)(C)C, [Cl-], [Li+], [NH4+], C1CCOC1, CC(C)(C)OC(=O)Nc1cscn1. Yields the product CC(C)(C)OC(=O)N(c1cscn1)S(=O)(=O)c1ccc(F)c(C#N)c1. As a reaction SMILES: [C:24](#[N:25])[c:26]1[cH:27][c:28]([S:33](=[O:34])(=[O:35])[Cl:36])[cH:29][cH:30][c:31]1[F:32].[CH3:14][Si:15]([CH3:16])([CH3:17])[N-:18][Si:19]([CH3:20])([CH3:21])[CH3:22].[Cl-:37].[Li+:23].[NH4+:38].[O:39]1[CH2:40][CH2:41][CH2:42][CH2:43]1.[s:1]1[cH:2][n:3][c:4]([NH:6][C:7]([O:8][C:9]([CH3:10])([CH3:11])[CH3:12])=[O:13])[cH:5]1>>[s:1]1[cH:2][n:3][c:4]([N:6]([C:7]([O:8][C:9]([CH3:10])([CH3:11])[CH3:12])=[O:13])[S:33]([c:28]2[cH:27][c:26]([C:24]#[N:25])[c:31]([F:32])[cH:30][cH:29]2)(=[O:34])=[O:35])[cH:5]1. Reactants: Cc1ccccc1, Nc1ccc([N+](=O)[O-])c(C(F)(F)F)c1, O=C1CCC(=O)O1. Yields the product O=C(O)CCC(=O)Nc1ccc([N+](=O)[O-])c(C(F)(F)F)c1. As a reaction SMILES: [CH3:22][c:23]1[cH:24][cH:25][cH:26][cH:27][cH:28]1.[N+:1](=[O:2])([O-:3])[c:4]1[c:5]([C:11]([F:12])([F:13])[F:14])[cH:6][c:7]([NH2:8])[cH:9][cH:10]1.[O:15]1[C:16](=[O:21])[CH2:17][CH2:18][C:19]1=[O:20]>>[N+:1](=[O:2])([O-:3])[c:4]1[c:5]([C:11]([F:12])([F:13])[F:14])[cH:6][c:7]([NH:8][C:19]([CH2:18][CH2:17][C:16](=[O:15])[OH:21])=[O:20])[cH:9][cH:10]1.